Dataset: the Open Reaction Database (ORD), a public repository of structured organic reaction records. Task: describe an organic reaction: reactants, conditions, products, and yield The reactants are CC1=C(C=O)C=CC=C1 (2-methylbenzaldehyde), N(=[N+]=[N-])CC(=O)OCC (ethyl azidoacetate), [Na] (Sodium), C(C)O (ethanol). Reaction conditions: temperature -15 celsius, time 3 hour. Yields the product N(=[N+]=[N-])C(C(=O)OCC)C(C)C1=C(C=CC=C1)C (Ethyl 2-azido-3-(2-methylphenyl)butanoate). As a reaction SMILES: [Na].[CH3:2][C:3]1[CH:10]=[CH:9][CH:8]=[CH:7][C:4]=1[CH:5]=O.[N:11]([CH2:14][C:15]([O:17][CH2:18][CH3:19])=[O:16])=[N+:12]=[N-:13].[CH2:20](O)C>>[N:11]([CH:14]([CH:5]([C:4]1[CH:7]=[CH:8][CH:9]=[CH:10][C:3]=1[CH3:2])[CH3:20])[C:15]([O:17][CH2:18][CH3:19])=[O:16])=[N+:12]=[N-:13] |^1:0|. Procedure: Sodium pieces (5.15 g, 240 mmol) were added in portions to ethanol (157 ml). The resulting solution was cooled in an ice/acetone bath to −15° C. and then over one hour a mixture of 2-methylbenzaldehyde (7.209 g, 60 mmol) and ethyl azidoacetate (30.980 g, 240 mmol) was added at a rate that maintained the temperature below 10° C. After 3 hours, the solution was stored at 5° C. for two days to give pure product as yellow crystals. Reactants: ClC(Cl)Cl, OC(CCCN1CCC(O)(c2ccc(Cl)cc2)CC1)c1ccc(F)cc1. Yields the product O=C(CCCN1CCC(O)(c2ccc(Cl)cc2)CC1)c1ccc(F)cc1. As a reaction SMILES: [CH:27]([Cl:28])([Cl:29])[Cl:30].[F:1][c:2]1[cH:3][cH:4][c:5]([CH:8]([CH2:9][CH2:10][CH2:11][N:12]2[CH2:13][CH2:14][C:15]([OH:18])([c:19]3[cH:20][cH:21][c:22]([Cl:25])[cH:23][cH:24]3)[CH2:16][CH2:17]2)[OH:26])[cH:6][cH:7]1>>[F:1][c:2]1[cH:3][cH:4][c:5]([C:8]([CH2:9][CH2:10][CH2:11][N:12]2[CH2:13][CH2:14][C:15]([OH:18])([c:19]3[cH:20][cH:21][c:22]([Cl:25])[cH:23][cH:24]3)[CH2:16][CH2:17]2)=[O:26])[cH:6][cH:7]1. Starting materials: C(C)(=O)O[BH-](OC(C)=O)OC(C)=O.[Na+] (Sodium triacetoxyborohydride), iminium, OC1CC[C@H](O1)C1=CC=C(C=C1)NS(=O)(=O)C (N-[4-[(2S)-Tetrahydro-5-hydroxy-2-furanyl]phenyl]methanesulfonamide), C(C)NCCCCCC(C)(F)C (N-ethyl-6-methyl-6-fluoroheptane amine), iminium. The solvent is CCOC(=O)C (EtOAc). Run at temperature 0 celsius, time 1 hour. Yields the product C(C)N(CCC[C@H](O)C1=CC=C(C=C1)NS(=O)(=O)C)CCCCCC(C)(C)F ((S)-(−)-N-[4-[-4-[ethyl(6-fluoro-6-methyl-heptyl)amino]-1-hydroxybutyl]phenyl]methanesulfonamide). Yield: 91.9%. Reaction SMILES: O[CH:2]1[O:6][C@H:5]([C:7]2[CH:12]=[CH:11][C:10]([NH:13][S:14]([CH3:17])(=[O:16])=[O:15])=[CH:9][CH:8]=2)[CH2:4][CH2:3]1.[CH2:18]([NH:20][CH2:21][CH2:22][CH2:23][CH2:24][CH2:25][C:26]([CH3:29])([F:28])[CH3:27])[CH3:19].C(O[BH-](OC(=O)C)OC(=O)C)(=O)C.[Na+]>CCOC(C)=O>[CH2:18]([N:20]([CH2:21][CH2:22][CH2:23][CH2:24][CH2:25][C:26]([F:28])([CH3:29])[CH3:27])[CH2:2][CH2:3][CH2:4][C@@H:5]([C:7]1[CH:12]=[CH:11][C:10]([NH:13][S:14]([CH3:17])(=[O:16])=[O:15])=[CH:9][CH:8]=1)[OH:6])[CH3:19] |f:2.3|. Procedure: N-[4-[(2S)-Tetrahydro-5-hydroxy-2-furanyl]phenyl]methanesulfonamide (10.0 g, 38.9 mmol) from Preparation 4 and N-ethyl-6-methyl-6-fluoroheptane amine (99% pure, 6.8 g, 38.9 mmol) from Preparation 7 were stirred with EtOAC (25 ml) in a flask for 1 hour. The slurry became clear solution, indicating formation of the iminium salt. Sodium triacetoxyborohydride (11.5 g, 54.4 mmol) was placed in a separate flask with EtOAc (50 ml). The mixture was cooled to 0° C. The first solution (iminium salt) was a...